Task: describe an organic reaction: reactants, conditions, products, and yield. Dataset: the Open Reaction Database (ORD), a public repository of structured organic reaction records Starting materials: CN(C)C=O, Cc1c(F)c(N)c([N+](=O)[O-])c(F)c1F, CC(C)(C)ON=O. Product: Cc1c(F)cc([N+](=O)[O-])c(F)c1F. As a reaction SMILES: [CH3:22][N:23]([CH3:24])[CH:25]=[O:26].[F:8][c:9]1[c:10]([NH2:11])[c:12]([N+:19](=[O:20])[O-:21])[c:13]([F:18])[c:14]([F:17])[c:15]1[CH3:16].[N:1]([O:2][C:3]([CH3:4])([CH3:5])[CH3:6])=[O:7]>>[F:8][c:9]1[cH:10][c:12]([N+:19](=[O:20])[O-:21])[c:13]([F:18])[c:14]([F:17])[c:15]1[CH3:16].